The task is: describe an organic reaction: reactants, conditions, products, and yield. This data is from the Open Reaction Database (ORD), a public repository of structured organic reaction records. Starting materials: ClCCl, CN(C)c1ccncc1, O=C1CCC(=O)O1, O=C(O)CC(O)(CC(=O)O)C(=O)O, OCc1ccccc1, c1ccncc1. Yields the product O=C(O)CCC(=O)OCc1ccccc1. Reaction SMILES: [CH2:35]([Cl:36])[Cl:37].[CH3:38][N:39]([CH3:40])[c:41]1[cH:42][cH:43][n:44][cH:45][cH:46]1.[O:1]=[C:2]1[CH2:3][CH2:4][C:5](=[O:6])[O:7]1.[OH:22][C:23]([CH2:24][C:25]([C:26](=[O:27])[OH:28])([CH2:29][C:30](=[O:31])[OH:32])[OH:33])=[O:34].[OH:8][CH2:9][c:10]1[cH:11][cH:12][cH:13][cH:14][cH:15]1.[cH:16]1[cH:17][cH:18][n:19][cH:20][cH:21]1>>[O:1]=[C:2]([CH2:3][CH2:4][C:5](=[O:6])[O:8][CH2:9][c:10]1[cH:11][cH:12][cH:13][cH:14][cH:15]1)[OH:7]. Starting materials: CO, COC(=O)C=Cc1cc(F)c(OC2CCc3ccccc32)c(F)c1, Cl, I, C1CCOC1, O, [Sm]. The product is COC(=O)CCc1cc(F)c(OC2CCc3ccccc32)c(F)c1. RXN SMILES: [CH3:29][OH:30].[CH:1]1([O:10][c:11]2[c:12]([F:24])[cH:13][c:14]([CH:18]=[CH:19][C:20](=[O:21])[O:22][CH3:23])[cH:15][c:16]2[F:17])[CH2:2][CH2:3][c:4]2[cH:5][cH:6][cH:7][cH:8][c:9]21.[ClH:27].[I:26].[O:31]1[CH2:32][CH2:33][CH2:34][CH2:35]1.[OH2:28].[Sm:25]>>[CH:1]1([O:10][c:11]2[c:12]([F:24])[cH:13][c:14]([CH2:18][CH2:19][C:20](=[O:21])[O:22][CH3:23])[cH:15][c:16]2[F:17])[CH2:2][CH2:3][c:4]2[cH:5][cH:6][cH:7][cH:8][c:9]21. Reactants: COC(C(N1N=NC2=C1C=C(C=C2)OC2=CC(=C(C(=C2)F)C(F)(F)F)Cl)C)OC (6-[(2-chloro-α,α,α,6-tetrafluoro-p-tolyl)oxy]-α-methyl-1H-benzotriazole-1-acetaldehyde dimethyl acetal), OS(=O)(=O)O (H2SO4), O (water), [O-][Mn](=O)(=O)=O.[K+] (KMnO4). Run in C(C)(=O)O (acetic acid). Reaction conditions: temperature 70 celsius. Product: ClC1=C(C(=CC(=C1)OC=1C=CC2=C(N(N=N2)C(C(=O)O)C)C1)F)C(F)(F)F (6-[(2-chloro-α,α,α,6-tetrafluoro-p-tolyl)oxy]-α-methyl-1H-benzotriazole-1-acetic acid). Reaction SMILES: C[O:2][CH:3]([O:28]C)[CH:4]([CH3:27])[N:5]1[C:9]2[CH:10]=[C:11]([O:14][C:15]3[CH:20]=[C:19]([F:21])[C:18]([C:22]([F:25])([F:24])[F:23])=[C:17]([Cl:26])[CH:16]=3)[CH:12]=[CH:13][C:8]=2[N:7]=[N:6]1.OS(O)(=O)=O.[O-][Mn](=O)(=O)=O.[K+].O>C(O)(=O)C>[Cl:26][C:17]1[CH:16]=[C:15]([O:14][C:11]2[CH:12]=[CH:13][C:8]3[N:7]=[N:6][N:5]([CH:4]([CH3:27])[C:3]([OH:28])=[O:2])[C:9]=3[CH:10]=2)[CH:20]=[C:19]([F:21])[C:18]=1[C:22]([F:25])([F:24])[F:23] |f:2.3|. Procedure details: A solution of 6-[(2-chloro-α,α,α,6-tetrafluoro-p-tolyl)oxy]-α-methyl-1H-benzotriazole-1-acetaldehyde dimethyl acetal (23.0 g, 0.053 mole) in acetic acid is treated with 54 mol of 2.5 N H2SO4 and heated at 70° C. for 12 hours. A portion of the reaction solution is concentrated, diluted with acetone and treated portionwise, at 25°-30° C., with an aqueous solution of KMnO4 (23.7 g, 0.15 mole). Addition is continued until a persistent pink color is obtained at 27° C. The reaction mixture is filtered... The reactants are C(C1=CC=CC=C1)OC1=C(C(=O)Cl)C=C(C(=C1)OCC1=CC=CC=C1)S(N(CCC)C)(=O)=O (2,4-dibenzyloxy-5-(N-methyl-N-propylsulfamoyl)benzoyl chloride), ClC1=C(N)C=CC=C1 (2-chloroaniline). Yields the product C(C1=CC=CC=C1)OC1=C(C(=O)NC2=C(C=CC=C2)Cl)C=C(C(=C1)OCC1=CC=CC=C1)S(N(CCC)C)(=O)=O (2,4-dibenzyloxy-5-(N-methyl-N-propylsulfamoyl)-N-(2-chlorophenyl)benzamide). RXN SMILES: [CH2:1]([O:8][C:9]1[CH:17]=[C:16]([O:18][CH2:19][C:20]2[CH:25]=[CH:24][CH:23]=[CH:22][CH:21]=2)[C:15]([S:26](=[O:33])(=[O:32])[N:27]([CH3:31])[CH2:28][CH2:29][CH3:30])=[CH:14][C:10]=1[C:11](Cl)=[O:12])[C:2]1[CH:7]=[CH:6][CH:5]=[CH:4][CH:3]=1.[Cl:34][C:35]1[CH:41]=[CH:40][CH:39]=[CH:38][C:36]=1[NH2:37]>>[CH2:1]([O:8][C:9]1[CH:17]=[C:16]([O:18][CH2:19][C:20]2[CH:21]=[CH:22][CH:23]=[CH:24][CH:25]=2)[C:15]([S:26](=[O:32])(=[O:33])[N:27]([CH3:31])[CH2:28][CH2:29][CH3:30])=[CH:14][C:10]=1[C:11]([NH:37][C:36]1[CH:38]=[CH:39][CH:40]=[CH:41][C:35]=1[Cl:34])=[O:12])[C:2]1[CH:7]=[CH:6][CH:5]=[CH:4][CH:3]=1. Reported procedure: 2.10 Reaction of 2,4-dibenzyloxy-5-(N-methyl-N-propylsulfamoyl)benzoyl chloride with 2-chloroaniline gives the compound 2,4-dibenzyloxy-5-(N-methyl-N-propylsulfamoyl)-N-(2-chlorophenyl)benzamide. The reactants are CO, [Cl-], [Cl-], [Cl-], N#Cc1cc(-c2ccccc2F)c(O)c([N+](=O)[O-])c1, [Fe+3], NN, O, O, O, O, O, O. Yields the product N#Cc1cc(N)c(O)c(-c2ccccc2F)c1. As a reaction SMILES: [CH3:22][OH:23].[Cl-:30].[Cl-:32].[Cl-:33].[F:1][c:2]1[c:3](-[c:8]2[cH:9][c:10]([C:18]#[N:19])[cH:11][c:12]([N+:15]([O-:16])=[O:17])[c:13]2[OH:14])[cH:4][cH:5][cH:6][cH:7]1.[Fe+3:31].[NH2:20][NH2:21].[OH2:24].[OH2:25].[OH2:26].[OH2:27].[OH2:28].[OH2:29]>>[F:1][c:2]1[c:3](-[c:8]2[cH:9][c:10]([C:18]#[N:19])[cH:11][c:12]([NH2:15])[c:13]2[OH:14])[cH:4][cH:5][cH:6][cH:7]1. The reactants are Brc1cnc2[nH]ccc2c1, COCCOC, ClCCl, [Cs+], [F-], N#CCCNc1nccc(-c2cn(CC(F)F)nc2I)n1. Yields the product N#CCCNc1nccc(-c2cn(CC(F)F)nc2-c2cnc3[nH]ccc3c2)n1. As a reaction SMILES: [Br:1][c:2]1[cH:3][c:4]2[c:5]([n:6][cH:7]1)[nH:8][cH:9][cH:10]2.[CH3:37][O:38][CH2:39][CH2:40][O:41][CH3:42].[Cl:34][CH2:35][Cl:36].[Cs+:33].[F-:32].[F:11][CH:12]([CH2:13][n:14]1[n:15][c:16]([I:30])[c:17](-[c:19]2[n:20][c:21]([NH:25][CH2:26][CH2:27][C:28]#[N:29])[n:22][cH:23][cH:24]2)[cH:18]1)[F:31]>>[c:2]1(-[c:16]2[n:15][n:14]([CH2:13][CH:12]([F:11])[F:31])[cH:18][c:17]2-[c:19]2[n:20][c:21]([NH:25][CH2:26][CH2:27][C:28]#[N:29])[n:22][cH:23][cH:24]2)[cH:3][c:4]2[c:5]([n:6][cH:7]1)[nH:8][cH:9][cH:10]2. Reactants: [OH-].[Na+] (sodium hydroxide), C(C)OC(=O)CC1=CN=C(S1)N=C1SC[C@H]2N1CC=1C=CC=CC1C2 ((S)-3-[(5-ethoxycarbonylmethylthiazol-2-yl)imino]-1,5,10,10a-tetrahydrothiazolo[3,4-b]-isoquinoline), Cl (hydrochloric acid). The solvent is C(C)O (ethanol). Run at temperature 20 celsius. Product: Cl.C(=O)(O)CC1=CN=C(S1)N=C1SC[C@H]2N1CC=1C=CC=CC1C2 ((S)-3-[(5-carboxymethylthiazol-2-yl)imino]-1,5,10,10a-tetrahydrothiazolo[3,4-b]isoquinoline hydrochloride). Reaction SMILES: [OH-].[Na+].C([O:5][C:6]([CH2:8][C:9]1[S:13][C:12]([N:14]=[C:15]2[N:19]3[CH2:20][C:21]4[CH:22]=[CH:23][CH:24]=[CH:25][C:26]=4[CH2:27][C@H:18]3[CH2:17][S:16]2)=[N:11][CH:10]=1)=[O:7])C.[ClH:28]>C(O)C>[ClH:28].[C:6]([CH2:8][C:9]1[S:13][C:12]([N:14]=[C:15]2[N:19]3[CH2:20][C:21]4[CH:22]=[CH:23][CH:24]=[CH:25][C:26]=4[CH2:27][C@H:18]3[CH2:17][S:16]2)=[N:11][CH:10]=1)([OH:7])=[O:5] |f:0.1,5.6|. Procedure details: 5 N Aqueous sodium hydroxide (20 cc) is added to a solution of (S)-3-[(5-ethoxycarbonylmethylthiazol-2-yl)imino]-1,5,10,10a-tetrahydrothiazolo[3,4-b]-isoquinoline (7.9 g) in ethanol (60 cc). The mixture is heated under reflux for two hours. After cooling to 20° C., it is acidified by adding 12 N hydrochloric acid (d=1.19; 10 cc). The resulting precipitate is filtered off and washed with water (3×50 cc) and then with ethanol (50 cc) and diethyl ether (20 cc). The product is recrystallised by diss... Product: CC(=O)C1=Cc2cc(C)cc(C)c2OC1. Reactants: O=C([O-])[O-], CCC(C)=O, [K+], [K+], C=CC(C)=O, Cc1cc(C)c(O)c(C=O)c1. Reaction SMILES: [C:17](=[O:18])([O-:19])[O-:20].[CH3:23][C:24](=[O:25])[CH2:26][CH3:27].[K+:21].[K+:22].[O:12]=[C:13]([CH:14]=[CH2:15])[CH3:16].[OH:1][c:2]1[c:3]([CH:4]=[O:5])[cH:6][c:7]([CH3:11])[cH:8][c:9]1[CH3:10]>>[O:1]1[c:2]2[c:3]([cH:6][c:7]([CH3:11])[cH:8][c:9]2[CH3:10])[CH:4]=[C:14]([C:13](=[O:12])[CH3:16])[CH2:15]1. Starting materials: [H][H] (hydrogen), 60, FC=1C=C2C(=CNC2=CC1)C1=CCNCC1 (5-fluoro-3-[1,2,5,6-tetrahydro-4-pyridyl]-1H-indole). Reagents/catalysts: [Pd] (palladium on carbon). Solvent: C(C)O (ethanol). The product is FC=1C=C2C(=CNC2=CC1)C1CCNCC1 (5-fluoro-3-(4-piperidinyl)-1H-indole). Isolated yield 76.1%. Reaction SMILES: [F:1][C:2]1[CH:3]=[C:4]2[C:8](=[CH:9][CH:10]=1)[NH:7][CH:6]=[C:5]2[C:11]1[CH2:16][CH2:15][NH:14][CH2:13][CH:12]=1.[H][H]>C(O)C.[Pd]>[F:1][C:2]1[CH:3]=[C:4]2[C:8](=[CH:9][CH:10]=1)[NH:7][CH:6]=[C:5]2[CH:11]1[CH2:16][CH2:15][NH:14][CH2:13][CH2:12]1. Reported procedure: To a solution of 10.75 gm (50 mMol) 5-fluoro-3-[1,2,5,6-tetrahydro-4-pyridyl]-1H-indole in 500 mL ethanol were added 2.0 gm 5% palladium on carbon and the reaction mixture hydrogenated at ambient temperature for 18 hours at an initial hydrogen pressure of 60 p.s.i. The reaction mixture was then filtered through a pad of celite and the filtrate concentrated under reduced pressure to give all off-white solid. The solid was recrystallized from methanol to give 8.31 gm (76.2%) of the title compound ...